Dataset: the Open Reaction Database (ORD), a public repository of structured organic reaction records. Task: describe an organic reaction: reactants, conditions, products, and yield The reactants are Cc1ccc(O)cc1C, CC(C)[Mg+], [Cl-], C1CCOC1, O=C1C(=O)N(C(c2ccccc2)c2ccccc2)c2ccccc21. Yields the product Cc1cc(O)c(C2(O)C(=O)N(C(c3ccccc3)c3ccccc3)c3ccccc32)cc1C. As a reaction SMILES: [CH3:1][c:2]1[cH:3][cH:4][c:5]([OH:6])[cH:7][c:8]1[CH3:9].[CH:11]([Mg+:12])([CH3:13])[CH3:14].[Cl-:10].[O:39]1[CH2:40][CH2:41][CH2:42][CH2:43]1.[c:15]1([CH:21]([N:22]2[C:23](=[O:32])[C:24](=[O:31])[c:25]3[cH:26][cH:27][cH:28][cH:29][c:30]32)[c:33]2[cH:34][cH:35][cH:36][cH:37][cH:38]2)[cH:16][cH:17][cH:18][cH:19][cH:20]1>>[CH3:1][c:2]1[cH:3][c:4]([C:24]2([OH:31])[C:23](=[O:32])[N:22]([CH:21]([c:15]3[cH:16][cH:17][cH:18][cH:19][cH:20]3)[c:33]3[cH:34][cH:35][cH:36][cH:37][cH:38]3)[c:30]3[c:25]2[cH:26][cH:27][cH:28][cH:29]3)[c:5]([OH:6])[cH:7][c:8]1[CH3:9]. The reactants are C1CCOC1, COC(=O)c1ccc(OC)c(OC)c1OC, C[Si](C)(C)[N-][Si](C)(C)C, Cc1c(Cl)cncc1Cl, [Li+]. The product is COc1ccc(C(=O)Cc2c(Cl)cncc2Cl)c(OC)c1OC. RXN SMILES: [CH2:36]1[O:37][CH2:38][CH2:39][CH2:40]1.[CH3:1][O:2][c:3]1[c:4]([C:5]([O:7][CH3:6])=[O:8])[cH:9][cH:10][c:11]([O:15][CH3:16])[c:12]1[O:13][CH3:14].[CH3:26][Si:27]([N-:28][Si:29]([CH3:30])([CH3:31])[CH3:32])([CH3:33])[CH3:34].[Cl:17][c:18]1[cH:19][n:20][cH:21][c:22]([Cl:25])[c:23]1[CH3:24].[Li+:35]>>[CH3:1][O:2][c:3]1[c:4]([C:5](=[O:7])[CH2:24][c:23]2[c:18]([Cl:17])[cH:19][n:20][cH:21][c:22]2[Cl:25])[cH:9][cH:10][c:11]([O:15][CH3:16])[c:12]1[O:13][CH3:14]. Reactants: NC[C@@H](C)O ((R)-1-amino-2-propanol), O=CCC1C2(C3=CC=C(C=C3C1=O)C)CCCCC2 ((RS)-2'-(2-oxoethyl)-5'-methyl-2',3'-dihydro-spiro[cyclohexane-1,1'-[1H]indene]-3'-one), O (water). The reagents and catalysts are C1(=CC=C(C=C1)S(=O)(=O)O)C (p-toluenesulfonic acid). Solvent: C1(=CC=CC=C1)C (toluene), C1(=CC=CC=C1)C (toluene). Conditions: time 45 minute. The product is CC1=CC=C2C3(C4=C(N(C=C4)C[C@@H](C)O)C2=C1)CCCCC3 ((R)-1-[7'-methyl-1',4'-dihydro-spiro[cyclohexane-1,4'-indeno[1,2-b]pyrrole]-1'-yl]-propan-2-ol). The yield is 83.0%. RXN SMILES: O=[CH:2][CH2:3][CH:4]1[C:12](=O)[C:11]2[C:6](=[CH:7][CH:8]=[C:9]([CH3:14])[CH:10]=2)[C:5]21[CH2:19][CH2:18][CH2:17][CH2:16][CH2:15]2.O.[NH2:21][CH2:22][C@H:23]([OH:25])[CH3:24]>C1(C)C=CC=CC=1.C1(C)C=CC(S(O)(=O)=O)=CC=1>[CH3:14][C:9]1[CH:10]=[C:11]2[C:6]([C:5]3([CH2:19][CH2:18][CH2:17][CH2:16][CH2:15]3)[C:4]3[CH:3]=[CH:2][N:21]([CH2:22][C@H:23]([OH:25])[CH3:24])[C:12]=32)=[CH:7][CH:8]=1. Procedure details: A solution of 2.56 g of (RS)-2'-(2-oxoethyl)-5'-methyl-2',3'-dihydro-spiro[cyclohexane-1,1'-[1H]indene]-3'-one and 80 mg of p-toluenesulfonic acid in 70 ml of anhydrous toluene was heated on a water separator. A solution of 3.0 g of (R)-1-amino-2-propanol in 20 ml of anhydrous toluene was added dropwise to the boiling solution over a period of 5 minutes. Subsequently, the mixture was boiled for an additional 45 minutes, during which the solvent was reduced to a volume of 20 ml. The cooled reacti... The reactants are FC1=CC=C2C(=CNC2=C1)CC(=O)N ((6-fluoroindol-3-yl)acetamide), COC(C(=O)C1=CN2C(CCC3=CC=CC1=C23)(C)C)=O ((4,4-dimethyl-5,6-dihydro-4H-pyrrolo[3,2,1-ij]quinolin-1-yl)oxoacetic acid methyl ester). Yields the product CC1(N2C3=C(C=CC=C3CC1)C(=C2)C=2C(NC(C2C2=CNC1=CC(=CC=C21)F)=O)=O)C (3-(4,4-dimethyl-5,6-dihydro-4H-pyrrolo[3,2,1-ij]quinolin-1-yl)-4-(6-fluoro-1H-indol-3-yl)pyrrole-2,5-dione). As a reaction SMILES: [F:1][C:2]1[CH:10]=[C:9]2[C:5]([C:6]([CH2:11][C:12]([NH2:14])=[O:13])=[CH:7][NH:8]2)=[CH:4][CH:3]=1.C[O:16][C:17](=O)[C:18]([C:20]1[C:30]2=[C:31]3[C:26](=[CH:27][CH:28]=[CH:29]2)[CH2:25][CH2:24][C:23]([CH3:33])([CH3:32])[N:22]3[CH:21]=1)=O>>[CH3:32][C:23]1([CH3:33])[CH2:24][CH2:25][C:26]2[C:31]3=[C:30]([C:20]([C:18]4[C:17](=[O:16])[NH:14][C:12](=[O:13])[C:11]=4[C:6]4[C:5]5[C:9](=[CH:10][C:2]([F:1])=[CH:3][CH:4]=5)[NH:8][CH:7]=4)=[CH:21][N:22]13)[CH:29]=[CH:28][CH:27]=2. Reported procedure: Beginning with (6-fluoroindol-3-yl)acetamide and (4,4-dimethyl-5,6-dihydro-4H-pyrrolo[3,2,1-ij]quinolin-1-yl)oxoacetic acid methyl ester, the title compound was prepared essentially as described in Example 1. The reactants are IC1=CC(=C(NCC2=CC(=C(C=C2)OCC2=CC=C(C=C2)OC)OC)C=C1)[N+](=O)[O-] (4-iodo-N-(3-methoxy-4-((4-methoxybenzyl)oxy)benzyl)-2-nitroaniline), O (water), [Cl-].[NH4+] (ammonium chloride). Reagents/catalysts: O.O.O.O.O.O.O.S(=O)(=O)([O-])[O-].[Fe+2] (iron (II) sulfate heptahydrate), [Zn] (zinc). Solvent: O1CCCC1 (tetrahydrofuran), C(C)O (ethanol). Conditions: time 3.5 hour. Yields the product IC=1C=C(C(=CC1)NCC1=CC(=C(C=C1)OCC1=CC=C(C=C1)OC)OC)N (4-iodo-N1-(3-methoxy-4-((4-methoxybenzyl)oxy)benzyl)benzene-1,2-diamine). Yield: 97.0%. As a reaction SMILES: [I:1][C:2]1[CH:27]=[CH:26][C:5]([NH:6][CH2:7][C:8]2[CH:13]=[CH:12][C:11]([O:14][CH2:15][C:16]3[CH:21]=[CH:20][C:19]([O:22][CH3:23])=[CH:18][CH:17]=3)=[C:10]([O:24][CH3:25])[CH:9]=2)=[C:4]([N+:28]([O-])=O)[CH:3]=1.O.[Cl-].[NH4+]>O1CCCC1.C(O)C.O.O.O.O.O.O.O.S([O-])([O-])(=O)=O.[Fe+2].[Zn]>[I:1][C:2]1[CH:3]=[C:4]([NH2:28])[C:5]([NH:6][CH2:7][C:8]2[CH:13]=[CH:12][C:11]([O:14][CH2:15][C:16]3[CH:21]=[CH:20][C:19]([O:22][CH3:23])=[CH:18][CH:17]=3)=[C:10]([O:24][CH3:25])[CH:9]=2)=[CH:26][CH:27]=1 |f:2.3,6.7.8.9.10.11.12.13.14|. Procedure details: To a stirred solution of 4-iodo-N-(3-methoxy-4-((4-methoxybenzyl)oxy)benzyl)-2-nitroaniline (9.10 g, 17.49 mmol) in tetrahydrofuran (50 mL), ethanol (50 mL), and water (10 mL) was added ammonium chloride (7.48 g, 139.9 mmol) and iron (II) sulfate heptahydrate (14.59 g, 52.47 mmol). The bright orange suspension was treated with zinc (3.43 g, 52.47 mmol). The mixture was gradually warmed to reflux. After 3.5 h, the color of the reaction mixture had turned from orange to olive-green. At this point ...